From a dataset of the Open Reaction Database (ORD), a public repository of structured organic reaction records. describe an organic reaction: reactants, conditions, products, and yield Reactants: C1CCOC1, COc1cc(-c2nc(OC(C)C)cs2)ccc1OCCCOc1ccc2c(ccn2C(C)C(=O)[O-])c1, [Li+], [OH-], O, O. The product is COc1cc(-c2nc(OC(C)C)cs2)ccc1OCCCOc1ccc2c(ccn2CC(=O)O)c1. RXN SMILES: [CH2:40]1[O:41][CH2:42][CH2:43][CH2:44]1.[CH3:1][CH:2]([C:3](=[O:4])[O-:5])[n:6]1[cH:7][cH:8][c:9]2[cH:10][c:11]([O:15][CH2:16][CH2:17][CH2:18][O:19][c:20]3[c:21]([O:35][CH3:36])[cH:22][c:23](-[c:26]4[s:27][cH:28][c:29]([O:31][CH:32]([CH3:33])[CH3:34])[n:30]4)[cH:24][cH:25]3)[cH:12][cH:13][c:14]12.[Li+:38].[OH-:37].[OH2:39].[OH2:45]>>[CH2:2]([C:3](=[O:4])[OH:5])[n:6]1[cH:7][cH:8][c:9]2[cH:10][c:11]([O:15][CH2:16][CH2:17][CH2:18][O:19][c:20]3[c:21]([O:35][CH3:36])[cH:22][c:23](-[c:26]4[s:27][cH:28][c:29]([O:31][CH:32]([CH3:33])[CH3:34])[n:30]4)[cH:24][cH:25]3)[cH:12][cH:13][c:14]12.